This data is from the Open Reaction Database (ORD), a public repository of structured organic reaction records. The task is: describe an organic reaction: reactants, conditions, products, and yield Reactants: C(C)N(CCN)CC (N,N-diethylethylenediamine), solution, O.ON1N=NC2=C1C=CC=C2 (1-hydroxybenzotriazole hydrate), CN1CCOCC1 (N-methyl morpholine), Cl.CN(CCCN=C=NCC)C (1-(3-dimethylaminopropyl)-3-ethylcarbodiimide hydrochloride). Run in CN(C=O)C (N,N-dimethylformamide). Run at temperature 0 celsius, time 15 minute. Yields the product C(C)N(CCNC(=O)C=1C=C2C(CCC2=CC1)=O)CC (N-[2-(diethylamino)ethyl]-3-oxo-5-indanecarboxamide). As a reaction SMILES: [OH2:1].ON1[C:7]2[CH:8]=[CH:9][CH:10]=[CH:11][C:6]=2N=N1.CN1C[CH2:17][O:16]CC1.Cl.CN(C)[CH2:22][CH2:23][CH2:24]N=C=NCC.[CH2:31]([N:33]([CH2:37][CH3:38])[CH2:34][CH2:35][NH2:36])[CH3:32]>CN(C)C=O>[CH2:31]([N:33]([CH2:37][CH3:38])[CH2:34][CH2:35][NH:36][C:17]([C:9]1[CH:8]=[C:7]2[C:6](=[CH:11][CH:10]=1)[CH2:24][CH2:23][C:22]2=[O:1])=[O:16])[CH3:32] |f:0.1,3.4|. Reported procedure: To a solution of Example 26 (100 mg, 0.57 mmol) in N,N-dimethylformamide (2.8 mL) was added 1-hydroxybenzotriazole hydrate (115 mg, 0.85 mmol). The reaction mixture was cooled to 0° C. and N-methyl morpholine (187 μL, 1.7 mmol) and 1-(3-dimethylaminopropyl)-3-ethylcarbodiimide hydrochloride (163 mg, 0.85 mmol) were added. The reaction mixture was stirred at about 0° C. for about 15 minutes and then at about 23° C. for about 1 hour before N,N-diethylethylenediamine (88 μL, 0.62 mmol) was added. T... The reactants are Cl.CC=1C=C(C(=N)N)C=CC1 (3-methylbenzamidine, hydrochloride), [OH-].[Na+] (sodium hydroxide). Run in C(Cl)(Cl)Cl (chloroform), C(Cl)(Cl)Cl (chloroform). Product: C(C1=CC=CC=C1)(=N)N (benzamidine). As a reaction SMILES: Cl.C[C:3]1[CH:4]=[C:5]([CH:9]=[CH:10][CH:11]=1)[C:6]([NH2:8])=[NH:7].[OH-].[Na+]>C(Cl)(Cl)Cl>[C:6]([NH2:8])(=[NH:7])[C:5]1[CH:9]=[CH:10][CH:11]=[CH:3][CH:4]=1 |f:0.1,2.3|. Procedure details: A 92.3 g portion of 3-methylbenzamidine, hydrochloride [J. B. Ekeley, et al., J. Am. Chem. Soc., 57, 381 (1935)] was stirred with 200 ml of 5N sodium hydroxide and 400 ml of chloroform for 1/2 hour. When solution was complete the chloroform layer was separated and the aqueous layer extracted twice with 50 ml portions of chloroform. The chloroform solutions were combined, dried over sodium sulfate and evaporated, giving 69.3 g of free benzamidine. This benzamidine was taken up in one liter of abs... The reactants are CC([O-])=S, CC(C)=O, [K+], Cc1ccc(S(=O)(=O)OC2CCNC2=O)cc1. The product is CC(=S)OC1CCNC1=O. RXN SMILES: [C:1]([CH3:2])(=[S:3])[O-:4].[CH3:23][C:24](=[O:25])[CH3:26].[K+:5].[NH:6]1[C:7](=[O:22])[CH:8]([O:11][S:12]([c:13]2[cH:14][cH:15][c:16]([CH3:17])[cH:18][cH:19]2)(=[O:20])=[O:21])[CH2:9][CH2:10]1>>[C:1]([CH3:2])(=[S:3])[O:4][CH:8]1[C:7](=[O:22])[NH:6][CH2:10][CH2:9]1. Starting materials: C1(=CC=C(C=C1)S(=O)(=O)Cl)C (p-toluenesulfonyl chloride), BrC=1C=CC=2C3=C(C=NC2C1)N=C(N3NC(C)C)CCC (N-(7-bromo-2-propyl-1H-imidazo[4,5-c]quinolin-1-yl)isopropylamine), [OH-].[NH4+] (ammonium hydroxide), C1=CC(=CC(=C1)Cl)C(=O)OO (MCPBA), 5-N-oxide. Run in O (water), C(Cl)(Cl)Cl (chloroform). Run at time 2 hour. Yields the product BrC=1C=CC=2C3=C(C(=NC2C1)N)N=C(N3NC(C)C)CCC (7-bromo-N1-isopropyl-2-propyl-1H-imidazo[4,5-c]quinoline-1,4-diamine). RXN SMILES: [Br:1][C:2]1[CH:3]=[CH:4][C:5]2[C:6]3[N:14]([NH:15][CH:16]([CH3:18])[CH3:17])[C:13]([CH2:19][CH2:20][CH3:21])=[N:12][C:7]=3[CH:8]=[N:9][C:10]=2[CH:11]=1.C1C=C(Cl)C=C(C(OO)=O)C=1.[OH-].[NH4+:34].C1(C)C=CC(S(Cl)(=O)=O)=CC=1>C(Cl)(Cl)Cl.O>[Br:1][C:2]1[CH:3]=[CH:4][C:5]2[C:6]3[N:14]([NH:15][CH:16]([CH3:17])[CH3:18])[C:13]([CH2:19][CH2:20][CH3:21])=[N:12][C:7]=3[C:8]([NH2:34])=[N:9][C:10]=2[CH:11]=1 |f:2.3|. Reported procedure: A solution of N-(7-bromo-2-propyl-1H-imidazo[4,5-c]quinolin-1-yl)isopropylamine (9.10 g, 26.2 mmol) in 200 mL of chloroform was placed under an atmosphere of nitrogen and cooled in an ice water bath. The solution was treated with MCPBA (8.28 g, 28.8 mmol, 77% max) and allowed to slowly come to ambient temperature. After 2 h, LC/MS and HPLC indicated complete conversion to the 5-N-oxide intermediate. The reaction mixture was again cooled in an ice water bath. The reaction mixture was treated with... Reactants: BrC1=CC=C2C=3C=CN=CC3NC2=C1 (7-bromo-β-carboline), BrBr (bromine), C(Cl)(Cl)Cl (chloroform). Solvent: C1CCOC1 (THF). Reaction conditions: time 10 minute. Product: Cl.BrC1=CC=C2C=3C=CN=CC3N(C2=C1)Br (7,9-dibromo-β-carboline hydrochloride). As a reaction SMILES: [Br:1][C:2]1[CH:14]=[C:13]2[C:5]([C:6]3[CH:7]=[CH:8][N:9]=[CH:10][C:11]=3[NH:12]2)=[CH:4][CH:3]=1.[Br:15]Br.C(Cl)(Cl)[Cl:18]>C1COCC1>[ClH:18].[Br:1][C:2]1[CH:14]=[C:13]2[C:5]([C:6]3[CH:7]=[CH:8][N:9]=[CH:10][C:11]=3[N:12]2[Br:15])=[CH:4][CH:3]=1 |f:4.5|. Procedure details: A solution of the product from example 1 (140 mg, 0.58 mmol) in THF (2 ml) was treated with bromine (0.50 ml). After 10 min at RT, the reaction was diluted with chloroform and the product was filtered. The filtered product was taken up in methanol and treated with 1M HCl in ether and concentrated. The residue was triturated with ether to provide 160 mg of 7,9-dibromo-β-carboline hydrochloride.